Dataset: the Open Reaction Database (ORD), a public repository of structured organic reaction records. Task: describe an organic reaction: reactants, conditions, products, and yield Yields the product CCCCCCCCCCCCCCCCCCOCCOCCOC(=O)N(Cc1cccc[n+]1CC)C(C)=O, [I-]. The reactants are CCCCCCCCCCCCCCCCCCOCCOCCOC(=O)N(Cc1ccccn1)C(C)=O, CCI, CC#N. Reaction SMILES: [C:1]([CH3:2])(=[O:3])[N:4]([C:5](=[O:6])[O:7][CH2:8][CH2:9][O:10][CH2:11][CH2:12][O:13][CH2:14][CH2:15][CH2:16][CH2:17][CH2:18][CH2:19][CH2:20][CH2:21][CH2:22][CH2:23][CH2:24][CH2:25][CH2:26][CH2:27][CH2:28][CH2:29][CH2:30][CH3:31])[CH2:32][c:33]1[n:34][cH:35][cH:36][cH:37][cH:38]1.[CH2:39]([CH3:40])[I:41].[CH3:42][C:43]#[N:44]>>[C:1]([CH3:2])(=[O:3])[N:4]([C:5](=[O:6])[O:7][CH2:8][CH2:9][O:10][CH2:11][CH2:12][O:13][CH2:14][CH2:15][CH2:16][CH2:17][CH2:18][CH2:19][CH2:20][CH2:21][CH2:22][CH2:23][CH2:24][CH2:25][CH2:26][CH2:27][CH2:28][CH2:29][CH2:30][CH3:31])[CH2:32][c:33]1[n+:34]([CH2:39][CH3:40])[cH:35][cH:36][cH:37][cH:38]1.[I-:41].